Dataset: the Open Reaction Database (ORD), a public repository of structured organic reaction records. Task: describe an organic reaction: reactants, conditions, products, and yield Product: Cc1cncc(C(=O)NC23CC4CC(CC(NC(=O)c5cccc(OCC(C)(C)O)c5)(C4)C2)C3)n1. Reaction SMILES: [Br-:35].[CH2:38]1[O:39][CH2:40][CH2:41][CH2:42]1.[CH3:36][Mg+:37].[O:1]=[C:2]([CH2:3][O:4][c:5]1[cH:6][c:7]([C:8](=[O:9])[NH:10][C:11]23[CH2:12][C:13]4([NH:21][C:22](=[O:23])[c:24]5[n:25][c:26]([CH3:30])[cH:27][n:28][cH:29]5)[CH2:14][CH:15]([CH2:16][CH:17]([CH2:18]2)[CH2:19]4)[CH2:20]3)[cH:31][cH:32][cH:33]1)[CH3:34]>>[OH:1][C:2]([CH2:3][O:4][c:5]1[cH:6][c:7]([C:8](=[O:9])[NH:10][C:11]23[CH2:12][C:13]4([NH:21][C:22](=[O:23])[c:24]5[n:25][c:26]([CH3:30])[cH:27][n:28][cH:29]5)[CH2:14][CH:15]([CH2:16][CH:17]([CH2:18]2)[CH2:19]4)[CH2:20]3)[cH:31][cH:32][cH:33]1)([CH3:34])[CH3:36]. Starting materials: [Br-], C1CCOC1, C[Mg+], CC(=O)COc1cccc(C(=O)NC23CC4CC(C2)CC(NC(=O)c2cncc(C)n2)(C4)C3)c1. Reactants: C1(=CC=C(C=C1)S(=O)(=O)N1C=C(C=C1)/C=C/C(=O)O)C1=CC=CC=C1 ((E)-3-[1-(biphenyl-4-sulfonyl)-1H-pyrrol-3-yl]-acrylic acid), O1C(CCCC1)ON (O-(tetrahydro-2H-pyranyl)hydroxylamine), CCN=C=NCCCN(C)C.Cl (EDC.HCl), C1(=CC=C(C=C1)S(=O)(=O)N1C=C(C=C1)/C=C/C(=O)O)C1=CC=CC=C1 ((E)-3-[1-(biphenyl-4-sulfonyl)-1H-pyrrol-3-yl]-acrylic acid), C=1C=CC2=C(C1)N=NN2O (HOBt). Run in O (H2O), C(C)N(CC)CC (triethylamine), CN(C)C=O (DMF). Yields the product C1(=CC=C(C=C1)S(=O)(=O)N1C=C(C=C1)/C=C/C(=O)NOC1OCCCC1)C1=CC=CC=C1 ((E)-3-(1-(Biphenyl-4-sulfonyl)-1H-pyrrol-3-yl)-N-(tetrahydro-pyran-2-yloxy)-acrylamide). RXN SMILES: [C:1]1([C:20]2[CH:25]=[CH:24][CH:23]=[CH:22][CH:21]=2)[CH:6]=[CH:5][C:4]([S:7]([N:10]2[CH:14]=[CH:13][C:12](/[CH:15]=[CH:16]/[C:17]([OH:19])=O)=[CH:11]2)(=[O:9])=[O:8])=[CH:3][CH:2]=1.C1C=CC2N(O)N=NC=2C=1.CCN=C=NCCCN(C)C.Cl.[O:48]1[CH2:53][CH2:52][CH2:51][CH2:50][CH:49]1[O:54][NH2:55]>CN(C=O)C.C(N(CC)CC)C.O>[C:1]1([C:20]2[CH:21]=[CH:22][CH:23]=[CH:24][CH:25]=2)[CH:2]=[CH:3][C:4]([S:7]([N:10]2[CH:14]=[CH:13][C:12](/[CH:15]=[CH:16]/[C:17]([NH:55][O:54][CH:49]3[CH2:50][CH2:51][CH2:52][CH2:53][O:48]3)=[O:19])=[CH:11]2)(=[O:8])=[O:9])=[CH:5][CH:6]=1 |f:2.3|. Procedure details: Starting materials: (E)-3-[1-(biphenyl-4-sulfonyl)-1H-pyrrol-3-yl]-acrylic acid (compound B2) (0.300 g), HOBt.H2O (0.130 g), triethylamine (668 μl), DMF (20 ml), EDC.HCl (0.508 g), O-(tetrahydro-2H-pyranyl)hydroxylamine (0.089 g). Reaction conditions: room temperature, 1 hour; room temperature, 18 hours. The reactants are [Cr](=O)(=O)([O-])Cl.[NH+]1=CC=CC=C1 (pyridinium chlorochromate), OC[C@H]1N(CCC1)C(=O)OC(C)(C)C ((S)-2-(hydroxymethyl)-1-pyrrolidinecarboxylic acid, 1,1-dimethylethyl ester), C(C)(=O)O (acetic acid). The solvent is C(Cl)Cl (methylene chloride). Yields the product C(=O)[C@H]1N(CCC1)C(=O)OC(C)(C)C ((S)-2-Formyl-1-pyrrolidinecarboxylic acid, 1,1-dimethylethyl ester). Isolated yield 68.7%. As a reaction SMILES: [Cr](Cl)([O-])(=O)=O.[NH+]1C=CC=CC=1.[OH:12][CH2:13][C@@H:14]1[CH2:18][CH2:17][CH2:16][N:15]1[C:19]([O:21][C:22]([CH3:25])([CH3:24])[CH3:23])=[O:20].C(O)(=O)C>C(Cl)Cl>[CH:13]([C@@H:14]1[CH2:18][CH2:17][CH2:16][N:15]1[C:19]([O:21][C:22]([CH3:25])([CH3:24])[CH3:23])=[O:20])=[O:12] |f:0.1|. Reported procedure: Following the procedure of Example 2, 16.0 g of pyridinium chlorochromate, 10.0 g of (S)-2-(hydroxymethyl)-1-pyrrolidinecarboxylic acid, 1,1-dimethylethyl ester, 36.0 g of crushed 4Å molecular sieves and 4.5 ml of glacial acetic acid in 250 ml of methylene chloride gives 6.8 g of the product as a yellow oil. Reactants: C[Si](C)(C)C=[N+]=[N-] (Trimethylsilyldiazomethane), COC1=CC=C(C=C1)C1=NN(C(=C1)C(=O)O)C (3-(4-methoxyphenyl)-1-methyl-1H-pyrazole-5-carboxylic acid). Run in CCOCC (Et2O), CO (MeOH), C(Cl)Cl (CH2Cl2). Conditions: temperature 25 celsius, time 2 hour. The product is COC1=CC=C(C=C1)C1=NN(C(=C1)C(=O)OC)C (methyl 3-(4-methoxyphenyl)-1-methyl-1H-pyrazole-5-carboxylate). Reaction SMILES: [CH3:1][Si](C=[N+]=[N-])(C)C.[CH3:8][O:9][C:10]1[CH:15]=[CH:14][C:13]([C:16]2[CH:20]=[C:19]([C:21]([OH:23])=[O:22])[N:18]([CH3:24])[N:17]=2)=[CH:12][CH:11]=1>CCOCC.CO.C(Cl)Cl>[CH3:8][O:9][C:10]1[CH:11]=[CH:12][C:13]([C:16]2[CH:20]=[C:19]([C:21]([O:23][CH3:1])=[O:22])[N:18]([CH3:24])[N:17]=2)=[CH:14][CH:15]=1. Reported procedure: Trimethylsilyldiazomethane (1.75 mL of a 2 M soln in Et2O, 3.49 mmol) was added to a stirred solution of 3-(4-methoxyphenyl)-1-methyl-1H-pyrazole-5-carboxylic acid (0.507 g, 2.182 mmol) in dry MeOH (2.2 mL) and dry CH2Cl2 (19.6 mL) at 25° C. under N2. The reaction was stirred at 25° C. for 2 h. The reaction mixture was concentrated in vacuo to afford methyl 3-(4-methoxyphenyl)-1-methyl-1H-pyrazole-5-carboxylate, as a colorless solid. LCMS calc.=247.11. found=247.03 (M+H)+. 1H NMR (600 MHz, CDCl3... The reactants are C(C)(C)(C)OC(=O)N1CCN(CC1)CCC1=CC2=C(C(OC2)=O)C=C1I (tert-butyl-4-[2-(6-iodo-1-oxo-1,3-dihydro-2-benzofuran-5-yl)ethyl]piperazine-1-carboxylate), Cl.CC1=C(C=CC=2C(OCC21)=O)CCN2CCNCC2 (4-methyl-5-(2-piperazin-1-ylethyl)-2-benzofuran-1(3H)-one hydrochloride). Run in O1CCOCC1 (dioxane). The product is Cl.IC=1C(=CC2=C(C(OC2)=O)C1)CCN1CCNCC1 (6-Iodo-5-[2-(piperazin-1-yl)ethyl]-2-benzofuran-1(3H)-one hydrochloride). RXN SMILES: C(OC([N:8]1[CH2:13][CH2:12][N:11]([CH2:14][CH2:15][C:16]2[C:25]([I:26])=[CH:24][C:19]3[C:20](=[O:23])[O:21][CH2:22][C:18]=3[CH:17]=2)[CH2:10][CH2:9]1)=O)(C)(C)C.[ClH:27].CC1C2COC(=O)C=2C=CC=1CCN1CCNCC1>O1CCOCC1>[ClH:27].[I:26][C:25]1[C:16]([CH2:15][CH2:14][N:11]2[CH2:12][CH2:13][NH:8][CH2:9][CH2:10]2)=[CH:17][C:18]2[CH2:22][O:21][C:20](=[O:23])[C:19]=2[CH:24]=1 |f:1.2,4.5|. Reported procedure: 6-Iodo-5-[2-(piperazin-1-yl)ethyl]-2-benzofuran-1(3H)-one hydrochloride was prepared from tert-butyl-4-[2-(6-iodo-1-oxo-1,3-dihydro-2-benzofuran-5-yl)ethyl]piperazine-1-carboxylate using 4N HCl in dioxane in an analogous fashion to that described for the synthesis of 4-methyl-5-(2-piperazin-1-ylethyl)-2-benzofuran-1(3H)-one hydrochloride above. LC-MS (IE, m/z): 373 [M+1]+. Reactants: OCC=1C=C(C(=O)N2CCNCC2)C=CC1 (3-hydroxylmethyl-benzoylpiperazine), FC(C(O[Si](C)(C)C)=N[Si](C)(C)C)(F)F (BSTFA), COC(=O)C=1C=CC=C2C(=CNC12)C(C(=O)Cl)=O ((7-methoxycarbonyl-indol-3-yl)-oxoacetyl chloride), N1=CC=CC=C1 (pyridine). Solvent: C(C)#N (acetonitrile). Conditions: time 30 minute. Product: C(C1=CC=CC=C1)(=O)N1CC(N(CC1)C(C(=O)C1=CNC2=C(C=CC=C12)C(=O)OC)=O)CO (N-(benzoyl)-3-hydroxylmethyl-N′-[(7-methoxycarbonyl-indol-3-yl)-oxoacetyl]-piperazine). Reaction SMILES: OC[C:3]1[CH:4]=[C:5]([CH:14]=[CH:15][CH:16]=1)[C:6]([N:8]1[CH2:13][CH2:12][NH:11][CH2:10][CH2:9]1)=[O:7].FC(F)(F)[C:19](=N[Si](C)(C)C)[O:20][Si](C)(C)C.[CH3:32][O:33][C:34]([C:36]1[CH:37]=[CH:38][CH:39]=[C:40]2[C:44]=1[NH:43][CH:42]=[C:41]2[C:45](=[O:49])[C:46](Cl)=[O:47])=[O:35].N1C=CC=CC=1>C(#N)C>[C:6]([N:8]1[CH2:9][CH2:10][N:11]([C:46](=[O:47])[C:45]([C:41]2[C:40]3[C:44](=[C:36]([C:34]([O:33][CH3:32])=[O:35])[CH:37]=[CH:38][CH:39]=3)[NH:43][CH:42]=2)=[O:49])[CH:12]([CH2:19][OH:20])[CH2:13]1)(=[O:7])[C:5]1[CH:4]=[CH:3][CH:16]=[CH:15][CH:14]=1. Procedure details: To a stirred solution of 3-hydroxylmethyl-benzoylpiperazine XLIX (8.0 mg, 0.036 mmol) in acetonitrile (5 ml) was added BSTFA (8.1 mg, 0.036 mmol). After stirring for 30 minutes at room temperature, (7-methoxycarbonyl-indol-3-yl)-oxoacetyl chloride (8.1 mg, 0.036 mmol) and pyridine (0.5 ml) were added. The reaction was stirred for another 2 hours at room temperature. Concentration under vaccum provided a residue, which was then purified by Shimazu HPLC purification system to give 2 mg of N-(benzo... Starting materials: O=CC1=CC(OC)=C(O)C=C1 (vanillin), C(CC(=O)O)(=O)O (malonic acid), N1CCCCC1 (piperidine). The solvent is C(C)(=O)O (acetic acid). Yields the product C(=C)C=1C=C(C(=CC1)OC)O (4-vinylguaiacol). The yield is 51.0%. RXN SMILES: O=C[C:3]1[CH:11]=[CH:10][C:8]([OH:9])=[C:5]([O:6][CH3:7])[CH:4]=1.[C:12](O)(=O)[CH2:13]C(O)=O.N1CCCCC1>C(O)(=O)C>[CH:12]([C:11]1[CH:10]=[C:8]([OH:9])[C:5]([O:6][CH3:7])=[CH:4][CH:3]=1)=[CH2:13]. Reported procedure: A mixture of vanillin (2.50 g, 0.0164 mol), malonic acid (3.41 g, 0.0328 mol), piperidine (3–5 ml) and acetic acid (10–20 mL) were taken in a 100 ml Erlenmeyer flask fitted with a loose funnel at the top. The flask was shaken well and placed inside the microwave oven and irradiated for 1–7 minutes in parts. The cooled mixture was poured into ice-cold water and extracted with ethyl acetate. The organic layer was washed with dil HCl., saturated sodium chloride and then organic layer dried over sod... Starting materials: [Li]CCCC, C1CCOC1, Cn1cnc(-c2ccccc2)c1-c1ccncc1, CN(C)C=O. Yields the product Cn1c(C=O)nc(-c2ccccc2)c1-c1ccncc1. As a reaction SMILES: [CH2:19]([Li:20])[CH2:21][CH2:22][CH3:23].[CH2:29]1[O:30][CH2:31][CH2:32][CH2:33]1.[CH3:1][n:2]1[cH:3][n:4][c:5](-[c:13]2[cH:14][cH:15][cH:16][cH:17][cH:18]2)[c:6]1-[c:7]1[cH:8][cH:9][n:10][cH:11][cH:12]1.[O:24]=[CH:25][N:26]([CH3:27])[CH3:28]>>[CH3:1][n:2]1[c:3]([CH:25]=[O:24])[n:4][c:5](-[c:13]2[cH:14][cH:15][cH:16][cH:17][cH:18]2)[c:6]1-[c:7]1[cH:8][cH:9][n:10][cH:11][cH:12]1.